Dataset: the Open Reaction Database (ORD), a public repository of structured organic reaction records. Task: describe an organic reaction: reactants, conditions, products, and yield Starting materials: C(C)(=O)OCC (ethyl acetate), C(C)(C)(C)OC([C@H](CCCCCC(=O)O)NC(=O)OCC1=CC=CC=C1)=O ((7S)-7-Benzyloxycarbonylamino-octanedioic acid 8-tert-butyl ester), NC=1C=C2C=CC=NC2=CC1 (6-aminoquinoline), CCN=C=NCCCN(C)C (EDCI). Run in CC#N (CH3CN). Reaction conditions: time 2 hour. The product is C(C)(C)(C)OC(CCCCC[C@@H](C(NC=1C=C2C=CC=NC2=CC1)=O)NC(=O)OCC1=CC=CC=C1)=O ((7S)-7-BENZYLOXYCARBONYLAMINO-7-(QUINOLIN-6-YLCARBAMOYL)-HEPTANOIC ACID TERT-BUTYL ESTER). Reaction SMILES: C(O[C:6](=[O:27])[C@@H:7]([NH:16][C:17]([O:19][CH2:20][C:21]1[CH:26]=[CH:25][CH:24]=[CH:23][CH:22]=1)=[O:18])[CH2:8][CH2:9][CH2:10][CH2:11][CH2:12][C:13]([OH:15])=[O:14])(C)(C)C.[NH2:28][C:29]1[CH:30]=[C:31]2[C:36](=[CH:37][CH:38]=1)[N:35]=[CH:34][CH:33]=[CH:32]2.CCN=C=N[CH2:44][CH2:45][CH2:46]N(C)C.[C:50](OCC)(=O)C>CC#N>[C:45]([O:15][C:13](=[O:14])[CH2:12][CH2:11][CH2:10][CH2:9][CH2:8][C@H:7]([NH:16][C:17]([O:19][CH2:20][C:21]1[CH:22]=[CH:23][CH:24]=[CH:25][CH:26]=1)=[O:18])[C:6](=[O:27])[NH:28][C:29]1[CH:30]=[C:31]2[C:36](=[CH:37][CH:38]=1)[N:35]=[CH:34][CH:33]=[CH:32]2)([CH3:46])([CH3:50])[CH3:44]. Procedure details: (7S)-7-Benzyloxycarbonylamino-octanedioic acid 8-tert-butyl ester (10.0 g, 26.3 mmol), 6-aminoquinoline (4.02 g, 27.9 mmol) and EDCI (6.07 g, 29.0 mmol) were dissolved in 150 mL anhydrous CH3CN. The solution was stirred at RT for 2 h. The solvent was removed under reduced pressure, and the residue was dissolved in 500 mL EtOAc and washed with 1 M HCl (200×3) and water (100×2). The organic layer was dried over anhydrous Na2SO4 Removal of solvent gave 16 g crude product. The pure compound 9.0 g wa...